Dataset: the Open Reaction Database (ORD), a public repository of structured organic reaction records. Task: describe an organic reaction: reactants, conditions, products, and yield The reactants are CCO, CCOC(C)=O, Cc1ccc([N+](=O)[O-])cc1C(=O)O, [Pd]. Product: Cc1ccc(N)cc1C(=O)O. RXN SMILES: [CH3:14][CH2:15][OH:16].[CH3:17][CH2:18][O:19][C:20]([CH3:21])=[O:22].[CH3:1][c:2]1[c:3]([C:4](=[O:5])[OH:6])[cH:7][c:8]([N+:11]([O-:12])=[O:13])[cH:9][cH:10]1.[Pd:23]>>[CH3:1][c:2]1[c:3]([C:4](=[O:5])[OH:6])[cH:7][c:8]([NH2:11])[cH:9][cH:10]1. Reactants: C1(CC1)COC1=C(C=C(C(=C1)F)OC)C1=C2C(=NC=C1)C(=C(N2COCC[Si](C)(C)C)C)C(=O)O (7-[2-(cyclopropylmethoxy)-4-fluoro-5-methoxyphenyl]-2-methyl-1-{[2-(trimethylsilyl)ethoxy]methyl}-1H-pyrrolo[3,2-b]pyridine-3-carboxylic acid), N[C@@H]1CC[C@H](CC1)NC(OC(C)(C)C)=O (tert-butyl trans-(4-amino-cyclohexyl)-carbamate). Yields the product C1(CC1)COC1=C(C=C(C(=C1)F)OC)C1=C2C(=NC=C1)C(=C(N2COCC[Si](C)(C)C)C)C(=O)N[C@@H]2CC[C@H](CC2)NC(OC(C)(C)C)=O (tert-Butyl (trans-4-{[(7-[2-(cyclopropylmethoxy)-4-fluoro-5-methoxyphenyl]-2-methyl-1-{[2-(trimethylsilyl)ethoxy]methyl}-1H-pyrrolo[3,2-b]pyridin-3-yl)carbonyl]amino}cyclohexyl)carbamate). RXN SMILES: [CH:1]1([CH2:4][O:5][C:6]2[CH:11]=[C:10]([F:12])[C:9]([O:13][CH3:14])=[CH:8][C:7]=2[C:15]2[CH:20]=[CH:19][N:18]=[C:17]3[C:21]([C:33]([OH:35])=O)=[C:22]([CH3:32])[N:23]([CH2:24][O:25][CH2:26][CH2:27][Si:28]([CH3:31])([CH3:30])[CH3:29])[C:16]=23)[CH2:3][CH2:2]1.[NH2:36][C@H:37]1[CH2:42][CH2:41][C@H:40]([NH:43][C:44](=[O:50])[O:45][C:46]([CH3:49])([CH3:48])[CH3:47])[CH2:39][CH2:38]1>>[CH:1]1([CH2:4][O:5][C:6]2[CH:11]=[C:10]([F:12])[C:9]([O:13][CH3:14])=[CH:8][C:7]=2[C:15]2[CH:20]=[CH:19][N:18]=[C:17]3[C:21]([C:33]([NH:36][C@H:37]4[CH2:42][CH2:41][C@H:40]([NH:43][C:44](=[O:50])[O:45][C:46]([CH3:48])([CH3:47])[CH3:49])[CH2:39][CH2:38]4)=[O:35])=[C:22]([CH3:32])[N:23]([CH2:24][O:25][CH2:26][CH2:27][Si:28]([CH3:31])([CH3:29])[CH3:30])[C:16]=23)[CH2:2][CH2:3]1. Procedure: Starting from 7-[2-(cyclopropylmethoxy)-4-fluoro-5-methoxyphenyl]-2-methyl-1-{[2-(trimethylsilyl)ethoxy]methyl}-1H-pyrrolo[3,2-b]pyridine-3-carboxylic acid (example D.c7) and commercially available tert-butyl trans-(4-amino-cyclohexyl)-carbamate the title compound is obtained as pale yellow viscous oil. Reactants: ClCCl, [Na+], [Na+], [Na+], c1ccc(OCC2CO2)cc1, O=P([O-])([O-])[O-], c1cc(-c2nc(N3CCOCC3)c3sc(CN4CCNCC4)cc3n2)c2cn[nH]c2c1. The product is OC(COc1ccccc1)CN1CCN(Cc2cc3nc(-c4cccc5[nH]ncc45)nc(N4CCOCC4)c3s2)CC1. As a reaction SMILES: [Cl:51][CH2:52][Cl:53].[Na+:48].[Na+:49].[Na+:50].[O:32]1[CH2:33][CH:34]1[CH2:35][O:36][c:37]1[cH:38][cH:39][cH:40][cH:41][cH:42]1.[P:43]([O-:44])([O-:45])([O-:46])=[O:47].[nH:1]1[n:2][cH:3][c:4]2[c:5](-[c:10]3[n:11][c:12]([N:26]4[CH2:27][CH2:28][O:29][CH2:30][CH2:31]4)[c:13]4[c:14]([n:15]3)[cH:16][c:17]([CH2:19][N:20]3[CH2:21][CH2:22][NH:23][CH2:24][CH2:25]3)[s:18]4)[cH:6][cH:7][cH:8][c:9]12>>[nH:1]1[n:2][cH:3][c:4]2[c:5](-[c:10]3[n:11][c:12]([N:26]4[CH2:27][CH2:28][O:29][CH2:30][CH2:31]4)[c:13]4[c:14]([n:15]3)[cH:16][c:17]([CH2:19][N:20]3[CH2:21][CH2:22][N:23]([CH2:33][CH:34]([OH:32])[CH2:35][O:36][c:37]5[cH:38][cH:39][cH:40][cH:41][cH:42]5)[CH2:24][CH2:25]3)[s:18]4)[cH:6][cH:7][cH:8][c:9]12. Reactants: CC1OCCC1 (2-methyltetrahydrofuran), FC1=NC(=C2N=CNC2=N1)NC=1C(=NN(C1)C)OC (2-fluoro-N-(3-methoxy-1-methyl-1H-pyrazol-4-yl)-9H-purin-6-amine), [O-]P(=O)([O-])[O-].[K+].[K+].[K+] (potassium phosphate tribasic), S(=O)(=O)(OC)OC (dimethyl sulfate). Run at temperature 5 celsius, time 20 hour. Yields the product FC1=NC(=C2N=CN(C2=N1)C)NC=1C(=NN(C1)C)OC (2-fluoro-N-(3-methoxy-1-methyl-1H-pyrazol-4-yl)-9-methyl-9H-purin-6-amine). The yield is 86.0%. RXN SMILES: [CH3:1]C1CCCO1.[F:7][C:8]1[N:16]=[C:15]2[C:11]([N:12]=[CH:13][NH:14]2)=[C:10]([NH:17][C:18]2[C:19]([O:24][CH3:25])=[N:20][N:21]([CH3:23])[CH:22]=2)[N:9]=1.[O-]P([O-])([O-])=O.[K+].[K+].[K+].S(OC)(OC)(=O)=O>>[F:7][C:8]1[N:16]=[C:15]2[C:11]([N:12]=[CH:13][N:14]2[CH3:1])=[C:10]([NH:17][C:18]2[C:19]([O:24][CH3:25])=[N:20][N:21]([CH3:23])[CH:22]=2)[N:9]=1 |f:2.3.4.5|. Reported procedure: To a 100 L reactor fitted with a caustic scrubber was added 2-methyltetrahydrofuran (44.0 L), 2-fluoro-N-(3-methoxy-1-methyl-1H-pyrazol-4-yl)-9H-purin-6-amine (2.20 kg, 8.36 mol, 1.00 eq) and potassium phosphate tribasic (7.10 kg, 33.43 mol mmol, 4.00 eq). The resulting mixture was stirred at 5° C. and dimethyl sulfate (1.42 kg, 11.28 mol, 1.35 eq) was added and the resulting mixture was stirred at 5° C. for 1 hr. The reaction was warmed from 5° C. to 15° C. over 2 hr and then held at 15° C. for... Starting materials: C(=O)(OC(C)(C)C)N1C=CC2=CC(=CC=C12)CN (N-Boc-5-(aminomethyl)indole), C(C)OC=1C=C2C(=C(NC2=CC1)C)C=O (5-ethoxy-2-methylindole-3-carboxaldehyde). Yields the product C(=O)(OC(C)(C)C)N1C=C(C2=CC(=CC=C12)CN)C=O (N-Boc-5-(aminomethyl)indole-3-carboxaldehyde). Isolated yield 73.0%. Reaction SMILES: [C:1]([N:8]1[C:16]2[C:11](=[CH:12][C:13]([CH2:17][NH2:18])=[CH:14][CH:15]=2)[CH:10]=[CH:9]1)([O:3][C:4]([CH3:7])([CH3:6])[CH3:5])=[O:2].[CH2:19]([O:21]C1C=C2C(=CC=1)NC(C)=C2C=O)C>>[C:1]([N:8]1[C:16]2[C:11](=[CH:12][C:13]([CH2:17][NH2:18])=[CH:14][CH:15]=2)[C:10]([CH:19]=[O:21])=[CH:9]1)([O:3][C:4]([CH3:7])([CH3:6])[CH3:5])=[O:2]. Reported procedure: This compound was prepared from 416 (297 mg, 1.21 mmol) in a manner similar to that for 409a to yield a cream-colored solid (243 mg, 73%): mp 126-128° C. TLC Rf 0.50 (80% EtOAc/hexanes). 1H NMR (600 MHz, d6-DMSO) δ 12.10 (s, 1H), 9.91 (s, 1H), 8.27 (m, 1H), 8.00 (s, 1H), 7.45-7.43 (m, 2H), 7.17-7.15 (d, 1H, J=8.4 Hz), 4.22-4.20 (d, 2H, J=6 Hz), 1.40 (s, 9H). 13C NMR (150 MHz, CDCl3) δ 184.7, 155.7, 138.6, 136.0, 134.0, 124.0, 123.1, 119.2, 118.0, 112.0, 77.6, 43.7, 28.2. Elemental analysis calcu...